This data is from the Open Reaction Database (ORD), a public repository of structured organic reaction records. The task is: describe an organic reaction: reactants, conditions, products, and yield Reactants: C(C)(C)(C)OC(N[C@@H](C)C(NC1=C(C=C(C=C1)F)N[C@@H]1CC[C@H](CC1)C#N)=O)=O ({(S)-1-[2-(trans-4-cyanocyclohexylamino)-4-fluorophenylcarbamoyl]ethyl}carbamic acid tert-butyl ester). Run in CC(=O)O (AcOH). Run at temperature 80 celsius, time 2 hour. Yields the product N[C@@H](C)C1=NC2=C(N1[C@@H]1CC[C@H](CC1)C#N)C=C(C=C2)F (Trans-4-[2-((S)-1-Aminoethyl)-6-fluorobenzoimidazol-1-yl]cyclohexanecarbonitrile). Isolated yield 72.8%. Reaction SMILES: C(OC(=O)[NH:7][C@H:8]([C:10](=O)[NH:11][C:12]1[CH:17]=[CH:16][C:15]([F:18])=[CH:14][C:13]=1[NH:19][C@H:20]1[CH2:25][CH2:24][C@H:23]([C:26]#[N:27])[CH2:22][CH2:21]1)[CH3:9])(C)(C)C>CC(O)=O>[NH2:7][C@H:8]([C:10]1[N:19]([C@H:20]2[CH2:25][CH2:24][C@H:23]([C:26]#[N:27])[CH2:22][CH2:21]2)[C:13]2[CH:14]=[C:15]([F:18])[CH:16]=[CH:17][C:12]=2[N:11]=1)[CH3:9]. Procedure: A mixture of {(S)-1-[2-(trans-4-cyanocyclohexylamino)-4-fluorophenylcarbamoyl]ethyl}carbamic acid tert-butyl ester (195 mg, 0.48 mmol) in AcOH (2 mL) was heated at 80° C. under a nitrogen atmosphere for 1 h, then at 90° C. for 2 h and finally at 110° C. for 16 h. The volatiles were removed under reduced pressure and the resulting residue dissolved in 6N HCl (5 mL) and heated at reflux temperature for 2 h. The volatiles were removed in vacuo and the resulting residue dissolved in an aqueous solut...